Dataset: the Open Reaction Database (ORD), a public repository of structured organic reaction records. Task: describe an organic reaction: reactants, conditions, products, and yield Starting materials: product, ClC=1C=2N(C3=CC=CC=C3N1)C(=NN2)C (4-chloro-1-methyl-[1,2,4]triazolo[4,3-a]quinoxaline), product, C(C)NCC (diethylamine), ClC=1C=2N(C3=CC=CC=C3N1)C=NN2 (4-chloro-[1,2,4]triazolo[4,3-a]quinoxaline), C(CC)NCCC (di-n-propylamine). Yields the product C(C)N(C=1C=2N(C3=CC=CC=C3N1)C(=NN2)C)CC (4-diethylamino-1-methyl-[1,2,4]triazolo[4,3-a]quinoxaline). Yield: 54.0%. RXN SMILES: Cl[C:2]1[C:3]2[N:4]([C:12]([CH3:15])=[N:13][N:14]=2)[C:5]2[C:10]([N:11]=1)=[CH:9][CH:8]=[CH:7][CH:6]=2.Cl[C:17]1[C:18]2[N:19](C=NN=2)[C:20]2C(N=1)=CC=C[CH:21]=2.C(NCC)C.C(NCCC)CC>>[CH2:18]([N:19]([CH2:20][CH3:21])[C:2]1[C:3]2[N:4]([C:12]([CH3:15])=[N:13][N:14]=2)[C:5]2[C:10]([N:11]=1)=[CH:9][CH:8]=[CH:7][CH:6]=2)[CH3:17]. Procedure: This compound was prepared by the method of Example 11, utilizing 4-chloro-1-methyl-[1,2,4]triazolo[4,3-a]quinoxaline (the product of Example 3) as starting material in place of 4-chloro-[1,2,4]triazolo[4,3-a]quinoxaline (the product of Example 2) and diethylamine as reagent in place of di-n-propylamine. The crude product obtained was recrystallized from chloroform and then from cyclohexane to afford 7.2 g. (54% yield) of pure 4-diethylamino-1-methyl-[1,2,4]triazolo[4,3-a]quinoxaline, m.p. 123°-... Procedure: 15 g (112 mmol) of 1,2,6-hexanetriol were dissolved together with 0.5 g of FeCl3 in 1 l of acetone and boiled under reflux for 7 h. The mixture was filtered, and excess acetone was removed by distillation, resulting in the product in pure form. The reactants are C(C(CCCCO)O)O (1,2,6-hexanetriol), FeCl3, CC(=O)C (acetone). Product: CC1(OCC(O1)CCCCO)C (2,2-Dimethyl-4-hydroxybutyl-1,3-dioxolane). Reaction SMILES: [CH2:1]([OH:9])[CH:2]([OH:8])[CH2:3][CH2:4][CH2:5][CH2:6][OH:7].[CH3:10][C:11]([CH3:13])=O>>[CH3:10][C:11]1([CH3:13])[O:8][CH:2]([CH2:3][CH2:4][CH2:5][CH2:6][OH:7])[CH2:1][O:9]1. The reactants are O1CCN(CC1)C1=NC=2N(C(=C1)NCCC(=O)OC(C)(C)C)N=CC2C=2C=NC1=CC=CC=C1C2 (tert-butyl 3-(5-morpholino-3-(quinolin-3-yl)pyrazolo[1,5-a]pyrimidin-7-ylamino)propanoate), Cl (HCl). Solvent: O1CCOCC1 (1,4-dioxane). Yields the product O1CCN(CC1)C1=NC=2N(C(=C1)NCCC(=O)O)N=CC2C=2C=NC1=CC=CC=C1C2 (3-(5-morpholino-3-(quinolin-3-yl)pyrazolo[1,5-a]pyrimidin-7-ylamino)propanoic acid). Reaction SMILES: [O:1]1[CH2:6][CH2:5][N:4]([C:7]2[CH:12]=[C:11]([NH:13][CH2:14][CH2:15][C:16]([O:18]C(C)(C)C)=[O:17])[N:10]3[N:23]=[CH:24][C:25]([C:26]4[CH:27]=[N:28][C:29]5[C:34]([CH:35]=4)=[CH:33][CH:32]=[CH:31][CH:30]=5)=[C:9]3[N:8]=2)[CH2:3][CH2:2]1.Cl>O1CCOCC1>[O:1]1[CH2:2][CH2:3][N:4]([C:7]2[CH:12]=[C:11]([NH:13][CH2:14][CH2:15][C:16]([OH:18])=[O:17])[N:10]3[N:23]=[CH:24][C:25]([C:26]4[CH:27]=[N:28][C:29]5[C:34]([CH:35]=4)=[CH:33][CH:32]=[CH:31][CH:30]=5)=[C:9]3[N:8]=2)[CH2:5][CH2:6]1. Procedure: NaH (25.1 mg, 60%, 0.63 mmol) and then tert-butyl 3-bromopropanoate (69.7 uL, 0.42 mmoL) was added to 5-morpholino-3-(quinolin-3-yl)pyrazolo[1,5-a]pyrimidin-7-amine (72.3 mg, 0.21 mmoL) in DMF (3 mL). The mixture was stirred at room temperature until LCMS indicated complete conversion. The reaction mixture was diluted with Sat. NH4Cl and then extracted with ethyl acetate (×2). The combined organic layers were washed with brine and dried with Na2SO4. Evaporation of solvent afforded the crude tert... The reactants are ClC1=CC=C(CN[C@@H](C(C)C)C(=O)O)C=C1 (N-(4-chlorobenzyl)-L-Valine), C(CCCC)(=O)Cl (valeryl chloride), CC=1NC=CN1 (2-methylimidazole). Product: ClC1=CC=C(CN([C@@H](C(C)C)C(=O)O)C(CCCC)=O)C=C1 (N-(4-chlorobenzyl)-N-valeryl-L-Valine). Isolated yield 77.7%. RXN SMILES: [Cl:1][C:2]1[CH:16]=[CH:15][C:5]([CH2:6][NH:7][C@H:8]([C:12]([OH:14])=[O:13])[CH:9]([CH3:11])[CH3:10])=[CH:4][CH:3]=1.[C:17](Cl)(=[O:22])[CH2:18][CH2:19][CH2:20][CH3:21].CC1NC=CN=1>>[Cl:1][C:2]1[CH:16]=[CH:15][C:5]([CH2:6][N:7]([C:17](=[O:22])[CH2:18][CH2:19][CH2:20][CH3:21])[C@H:8]([C:12]([OH:14])=[O:13])[CH:9]([CH3:11])[CH3:10])=[CH:4][CH:3]=1. Reported procedure: In a manner similar to Example 5 and starting from 15 g (62 mmol) of N-(4-chlorobenzyl)-L-Valine, 12 mL (99 mmol) of valeryl chloride and 7.7 g (93 mmol) of 2-methylimidazole, 15.7 g (77%) of N-(4-chlorobenzyl)-N-valeryl-L-Valine is obtained. The solid is recrystallised from a mixture of EtOH:H2O 1:1. Reported procedure: To a solution of 2-[5-benzyloxycarbonylamino-6-oxo-2-(2-thienyl)-1,6-dihydro-1-pyrimidinyl]-N-(3,3,3-trifluoro-1-isopropyl-2-oxopropyl)acetamide in dichloromethane (35 mL) and anisole (1.2 mL) at 0° C. was added trifluoromethanesulfonic acid, and the resulting suspension was stirred for 15 minutes. The reaction was quenched by addition of sodium bicarbonate and the product extracted into ethyl acetate. The organic layer was washed (brine) and dried. The solvent was removed and the residue was pu... Product: NC1=CN=C(N(C1=O)CC(=O)NC(C(C(F)(F)F)=O)C(C)C)C=1SC=CC1 (2-[5-amino-6-oxo-2-(2-thienyl)-1,6-dihydro-1-pyrimidinyl]-N-(3,3,3-trifluoro-1-isopropyl-2-oxopropyl)acetamide). RXN SMILES: C(OC([NH:11][C:12]1[C:17](=[O:18])[N:16]([CH2:19][C:20]([NH:22][CH:23]([CH:30]([CH3:32])[CH3:31])[C:24](=[O:29])[C:25]([F:28])([F:27])[F:26])=[O:21])[C:15]([C:33]2[S:34][CH:35]=[CH:36][CH:37]=2)=[N:14][CH:13]=1)=O)C1C=CC=CC=1.FC(F)(F)S(O)(=O)=O>ClCCl.C1(OC)C=CC=CC=1>[NH2:11][C:12]1[C:17](=[O:18])[N:16]([CH2:19][C:20]([NH:22][CH:23]([CH:30]([CH3:31])[CH3:32])[C:24](=[O:29])[C:25]([F:26])([F:27])[F:28])=[O:21])[C:15]([C:33]2[S:34][CH:35]=[CH:36][CH:37]=2)=[N:14][CH:13]=1. Reactants: C(C1=CC=CC=C1)OC(=O)NC1=CN=C(N(C1=O)CC(=O)NC(C(C(F)(F)F)=O)C(C)C)C=1SC=CC1 (2-[5-benzyloxycarbonylamino-6-oxo-2-(2-thienyl)-1,6-dihydro-1-pyrimidinyl]-N-(3,3,3-trifluoro-1-isopropyl-2-oxopropyl)acetamide), FC(S(=O)(=O)O)(F)F (trifluoromethanesulfonic acid). Run at time 15 minute. The solvent is ClCCl (dichloromethane), C1(=CC=CC=C1)OC (anisole). Starting materials: [Al+3], C1CCOC1, [H-], [H-], [H-], [H-], [Li+], CCCCCCCCc1ccc(C2CC(N)(C(=O)O)CO2)cc1. The product is CCCCCCCCc1ccc(C2CC(N)(CO)CO2)cc1. As a reaction SMILES: [Al+3:25].[CH2:30]1[O:31][CH2:32][CH2:33][CH2:34]1.[H-:24].[H-:27].[H-:28].[H-:29].[Li+:26].[NH2:1][C:2]1([C:21](=[O:22])[OH:23])[CH2:3][O:4][CH:5]([c:7]2[cH:8][cH:9][c:10]([CH2:13][CH2:14][CH2:15][CH2:16][CH2:17][CH2:18][CH2:19][CH3:20])[cH:11][cH:12]2)[CH2:6]1>>[NH2:1][C:2]1([CH2:21][OH:22])[CH2:3][O:4][CH:5]([c:7]2[cH:8][cH:9][c:10]([CH2:13][CH2:14][CH2:15][CH2:16][CH2:17][CH2:18][CH2:19][CH3:20])[cH:11][cH:12]2)[CH2:6]1. The reactants are CN(C)[S+](N(C)C)N(C)C, C[Si-](C)(C)(F)F, CC#N, FC(F)=C(C(F)(F)F)C(F)(F)F. Yields the product CN(C)[S+](N(C)C)N(C)C, FC(F)(F)[C-](C(F)(F)F)C(F)(F)F. As a reaction SMILES: [CH3:13][N:14]([S+:15]([N:16]([CH3:17])[CH3:18])[N:19]([CH3:20])[CH3:21])[CH3:22].[CH3:23][Si-:24]([CH3:25])([F:26])([F:27])[CH3:28].[CH3:29][C:30]#[N:31].[F:1][C:2](=[C:3]([C:4]([F:5])([F:6])[F:7])[C:8]([F:9])([F:10])[F:11])[F:12]>>[CH3:13][N:14]([S+:15]([N:16]([CH3:17])[CH3:18])[N:19]([CH3:20])[CH3:21])[CH3:22].[F:1][C:2]([C-:3]([C:4]([F:5])([F:6])[F:7])[C:8]([F:9])([F:10])[F:11])([F:12])[F:26]. Reactants: C1(=C(C=CC=C1)CC(=O)O)C (o-tolylacetic acid), C1(CC1)N (cyclopropylamine). The product is C1(CC1)NCCC1=C(C=CC=C1)C (Cyclopropyl-(2-o-tolylethyl)amine). RXN SMILES: [C:1]1([CH3:11])[CH:6]=[CH:5][CH:4]=[CH:3][C:2]=1[CH2:7][C:8](O)=O.[CH:12]1([NH2:15])[CH2:14][CH2:13]1>>[CH:12]1([NH:15][CH2:8][CH2:7][C:2]2[CH:3]=[CH:4][CH:5]=[CH:6][C:1]=2[CH3:11])[CH2:14][CH2:13]1. Reported procedure: Synthesized according to typical procedures C and D from o-tolylacetic acid and cyclopropylamine.